Dataset: the Open Reaction Database (ORD), a public repository of structured organic reaction records. Task: describe an organic reaction: reactants, conditions, products, and yield Reactants: C(O)([O-])=O.[K+] (potassium hydrogencarbonate), CO (methanol), N1=C(Cl)N=C(Cl)N=C1Cl (cyanuric chloride). Reaction conditions: temperature 10 celsius, time 2.5 hour. Yields the product ClC1=NC(=NC(=N1)OC)OC (2-chloro-4,6-dimethoxy-1,3,5-triazine). The yield is 88.4%. As a reaction SMILES: [C:1](=[O:4])([O-])O.[K+].[CH3:6][OH:7].[N:8]1[C:15](Cl)=[N:14][C:12](Cl)=[N:11][C:9]=1[Cl:10]>>[Cl:10][C:9]1[N:11]=[C:12]([O:7][CH3:6])[N:14]=[C:15]([O:4][CH3:1])[N:8]=1 |f:0.1|. Procedure details: In a 500-ml four-necked flask equipped with a stirrer and a thermometer, 52.6 g (0.525 mol) of potassium hydrogencarbonate and 160.2 g (water content: 340 ppm, 5.0 mol) of methanol were placed. With stirring at a temperature of not higher than 10° C., 46.1 g (0.25 mol) of cyanuric chloride was added, followed by stirring at 20° C. for 1 hour. Then, the reaction was conducted at 50° C. for 2.5 hours. The weight of the reaction solution from which a salt formed had been removed was 193 g, and the ... Reactants: BrC=1C(=NC=CC1)C(C=O)(C)C (2-(3-bromo-pyridin-2-yl)-2-methyl-propioaldehyde), FC=1C=CC=C2C=C(C=NC12)O (8-fluoro-3-hydroxyquinoline), C([O-])([O-])=O.[Cs+].[Cs+] (cesium carbonate), C(C(C)(C)C)(=O)CC(C(C)(C)C)=O (dipivaloylmethane). The reagents and catalysts are [Cu]Cl (copper (I) chloride). Run in CN1C(CCC1)=O (N-methylpyrrolidone). Reaction conditions: temperature 130 celsius, time 16 hour. Yields the product FC=1C=CC=C2C=C(C=NC12)OC=1C(=NC=CC1)C(C=O)(C)C (2-[3-(8-fluoro-quinolin-3-yloxy)-pyridin-2-yl]-2-methyl-propioaldehyde). Isolated yield 34.1%. As a reaction SMILES: Br[C:2]1[C:3]([C:8]([CH3:12])([CH3:11])[CH:9]=[O:10])=[N:4][CH:5]=[CH:6][CH:7]=1.[F:13][C:14]1[CH:15]=[CH:16][CH:17]=[C:18]2[C:23]=1[N:22]=[CH:21][C:20]([OH:24])=[CH:19]2.C(=O)([O-])[O-].[Cs+].[Cs+].C(CC(=O)C(C)(C)C)(=O)C(C)(C)C>CN1CCCC1=O.[Cu]Cl>[F:13][C:14]1[CH:15]=[CH:16][CH:17]=[C:18]2[C:23]=1[N:22]=[CH:21][C:20]([O:24][C:2]1[C:3]([C:8]([CH3:12])([CH3:11])[CH:9]=[O:10])=[N:4][CH:5]=[CH:6][CH:7]=1)=[CH:19]2 |f:2.3.4|. Procedure: 0.41 g of 2-(3-bromo-pyridin-2-yl)-2-methyl-propioaldehyde were dissolved in 4 ml of N-methylpyrrolidone. 0.59 g of 8-fluoro-3-hydroxyquinoline, 1.2 g of cesium carbonate, 0.07 g of dipivaloylmethane and 0.18 g of copper (I) chloride were added thereto followed by stirring for 16 hours at 130° C. Subsequently, the reaction solution was cooled to room temperature and purified by silica gel column chromatography to obtain 0.19 g of 2-[3-(8-fluoro-quinolin-3-yloxy)-pyridin-2-yl]-2-methyl-propioalde... Starting materials: Cl.NO (Hydroxylamine hydrochloride), C(C)OC(C(=CN(C)C)C(C1=C(C=C(C=C1)Cl)Cl)=O)=O (ethyl-2-(2',4'-dichlorobenzoyl)-3-dimethylaminopropenoate), C(C)(=O)[O-].[Na+] (sodium acetate), CCOCC (ether), resultant mixture. The solvent is CO (methanol), CO (methanol). Product: C(C)OC(=O)C=1C=NOC1C1=C(C=C(C=C1)Cl)Cl (ethyl-5-(2',4'-dichlorophenyl)-4-isoxazolecarboxylate). Yield: 43.8%. Reaction SMILES: Cl.NO.[CH2:4]([O:6][C:7](=[O:23])[C:8]([C:13](=[O:22])[C:14]1[CH:19]=[CH:18][C:17]([Cl:20])=[CH:16][C:15]=1[Cl:21])=[CH:9][N:10](C)C)[CH3:5].C([O-])(=O)C.[Na+].CCOCC>CO>[CH2:4]([O:6][C:7]([C:8]1[CH:9]=[N:10][O:22][C:13]=1[C:14]1[CH:19]=[CH:18][C:17]([Cl:20])=[CH:16][C:15]=1[Cl:21])=[O:23])[CH3:5] |f:0.1,3.4|. Procedure details: Hydroxylamine hydrochloride (1.1 g.; 0.016 mol.) was added to a mixture of ethyl-2-(2',4'-dichlorobenzoyl)-3-dimethylaminopropenoate (4.74 g.; 0.015 mol.) and anhydrous sodium acetate (1.25 g.; 0.015 mol.) in 50 ml. of ether and 25 ml. of methanol at 25° C. An additional 25 ml. of methanol was added, and the resultant mixture was stirred for 30 minutes. The mixture was washed into a separatory funnel with 150 ml. of ether and the ether layer was washed free of salts with water. The ether layer w...